This data is from the Open Reaction Database (ORD), a public repository of structured organic reaction records. The task is: describe an organic reaction: reactants, conditions, products, and yield Reactants: C(C)OC=1C=C(C=CC1OC)C(CC(C)O)N1C(C2=CC=CC(=C2C1=O)NC(C)=O)=O (N-{2-[1-(3-ethoxy-4-methoxyphenyl)-3-hydroxybutyl]-1,3-dioxoisoindolin-4-yl}acetamide), C=1C=CC(=CC1)N=NC=2C=CC(=NC2N)N.Cl.[Cr](=O)(=O)([O-])Cl (pyridium chlorochromate). Solvent: C(Cl)Cl (methylene chloride). Conditions: time 4 hour. The product is C(C)OC=1C=C(C=CC1OC)C(CC(C)=O)N1C(C2=CC=CC(=C2C1=O)NC(C)=O)=O (N-{2-[1-(3-ethoxy-4-methoxyphenyl)-3-oxobutyl]-1,3-dioxoisoindolin-4-yl}acetamide). Isolated yield 75.5%. RXN SMILES: [CH2:1]([O:3][C:4]1[CH:5]=[C:6]([CH:12]([N:17]2[C:25](=[O:26])[C:24]3[C:19](=[CH:20][CH:21]=[CH:22][C:23]=3[NH:27][C:28](=[O:30])[CH3:29])[C:18]2=[O:31])[CH2:13][CH:14]([OH:16])[CH3:15])[CH:7]=[CH:8][C:9]=1[O:10][CH3:11])[CH3:2].C1C=CC(N=NC2C=CC(N)=NC=2N)=CC=1.Cl.[Cr](Cl)([O-])(=O)=O>C(Cl)Cl>[CH2:1]([O:3][C:4]1[CH:5]=[C:6]([CH:12]([N:17]2[C:25](=[O:26])[C:24]3[C:19](=[CH:20][CH:21]=[CH:22][C:23]=3[NH:27][C:28](=[O:30])[CH3:29])[C:18]2=[O:31])[CH2:13][C:14](=[O:16])[CH3:15])[CH:7]=[CH:8][C:9]=1[O:10][CH3:11])[CH3:2] |f:1.2.3|. Reported procedure: A mixture of N-{2-[1-(3-ethoxy-4-methoxyphenyl)-3-hydroxybutyl]-1,3-dioxoisoindolin-4-yl}acetamide (1.2 g, 2.81 mmol), pyridium chlorochromate (1.21 g, 5.63 mmol) and celite (0.6 g) in methylene chloride (35 mL) was stirred at room temperature for 4 hours. The mixture was filtered through celite and the celite washed with methylene chloride. The filtrate was washed with water, brine, dried, and concentrated. The residue was purified by chromatography (silica gel, methylene chloride:ethyl acetate... Reactants: BrCc1ccc(Br)cc1, O=C([O-])[O-], CN(C)C=O, CC(C)NC(C)C, [K+], [K+], O. Yields the product CC(C)N(Cc1ccc(Br)cc1)C(C)C. As a reaction SMILES: [Br:1][c:2]1[cH:3][cH:4][c:5]([CH2:6][Br:7])[cH:8][cH:9]1.[C:17](=[O:18])([O-:19])[O-:20].[CH3:24][N:25]([CH3:26])[CH:27]=[O:28].[CH:10]([CH3:11])([CH3:12])[NH:13][CH:14]([CH3:15])[CH3:16].[K+:21].[K+:22].[OH2:23]>>[Br:1][c:2]1[cH:3][cH:4][c:5]([CH2:6][N:13]([CH:10]([CH3:11])[CH3:12])[CH:14]([CH3:15])[CH3:16])[cH:8][cH:9]1. The reactants are CC(C)Oc1ccc(CCC2SC(=O)NC2=O)cc1, [Cl-], [Cl-], [Cl-], [Cl-], ClCCl, O, [Ti+4]. Product: O=C1NC(=O)C(CCc2ccc(O)cc2)S1. RXN SMILES: [CH:1]([CH3:2])([CH3:3])[O:4][c:5]1[cH:6][cH:7][c:8]([CH2:11][CH2:12][CH:13]2[C:14](=[O:19])[NH:15][C:16](=[O:18])[S:17]2)[cH:9][cH:10]1.[Cl-:24].[Cl-:25].[Cl-:26].[Cl-:27].[Cl:21][CH2:22][Cl:23].[OH2:20].[Ti+4:28]>>[OH:4][c:5]1[cH:6][cH:7][c:8]([CH2:11][CH2:12][CH:13]2[C:14](=[O:19])[NH:15][C:16](=[O:18])[S:17]2)[cH:9][cH:10]1. Reactants: CN1C(=NC(=C1)C)CO (1,4-dimethyl-2-hydroxymethylimidazole), Cl.NCCS (cysteamine hydrochloride), Br (hydrobromic acid), Example 1 ( i ). The product is Br.Br.CN1C(=NC(=C1)C)CSCCN (1,4-dimethyl-2-[(2-aminoethyl)thiomethyl]imidazole dihydrobromide). RXN SMILES: [CH3:1][N:2]1[CH:6]=[C:5]([CH3:7])[N:4]=[C:3]1[CH2:8]O.Cl.[NH2:11][CH2:12][CH2:13][SH:14].[BrH:15]>>[BrH:15].[BrH:15].[CH3:1][N:2]1[CH:6]=[C:5]([CH3:7])[N:4]=[C:3]1[CH2:8][S:14][CH2:13][CH2:12][NH2:11] |f:1.2,4.5.6|. Reported procedure: The reaction of 1,4-dimethyl-2-hydroxymethylimidazole (2.5 g.) with cysteamine hydrochloride (2.5 g.) in aqueous hydrobromic acid by the method described in Example 1 (i) (a) gave 1,4-dimethyl-2-[(2-aminoethyl)thiomethyl]imidazole dihydrobromide (6.2 g.) m.p. 161°-163° (from isopropyl alcohol-methoanol). Reactants: FC1=C(C=C(C=C1)[N+](=O)[O-])C1=CN(C2=C(N=CC=C21)OC)C (3-(2-fluoro-5-nitrophenyl)-7-methoxy-1-methyl-1H-pyrrolo[2,3-c]pyridine), FC1=C(C=CC(=C1)F)O (2,4-difluorophenol), C([O-])([O-])=O.[Cs+].[Cs+] (cesium carbonate). The solvent is CS(=O)C (dimethylsulfoxide). The product is FC1=C(OC2=C(C=C(C=C2)[N+](=O)[O-])C2=CN(C3=C(N=CC=C32)OC)C)C=CC(=C1)F (3-(2-(2,4-difluorophenoxy)-5-nitrophenyl)-7-methoxy-1-methyl-1H-pyrrolo[2,3-c]pyridine). Yield: 95.3%. RXN SMILES: F[C:2]1[CH:7]=[CH:6][C:5]([N+:8]([O-:10])=[O:9])=[CH:4][C:3]=1[C:11]1[C:19]2[C:14](=[C:15]([O:20][CH3:21])[N:16]=[CH:17][CH:18]=2)[N:13]([CH3:22])[CH:12]=1.[F:23][C:24]1[CH:29]=[C:28]([F:30])[CH:27]=[CH:26][C:25]=1[OH:31].C(=O)([O-])[O-].[Cs+].[Cs+]>CS(C)=O>[F:23][C:24]1[CH:29]=[C:28]([F:30])[CH:27]=[CH:26][C:25]=1[O:31][C:2]1[CH:7]=[CH:6][C:5]([N+:8]([O-:10])=[O:9])=[CH:4][C:3]=1[C:11]1[C:19]2[C:14](=[C:15]([O:20][CH3:21])[N:16]=[CH:17][CH:18]=2)[N:13]([CH3:22])[CH:12]=1 |f:2.3.4|. Reported procedure: A mixture of Example 2B (0.123 g, 0.408 mmol), 2,4-difluorophenol (0.069 g, 0.531 mmol) and cesium carbonate (0.173 g, 0.531 mmol) in dimethylsulfoxide (5 mL) was heated at 110° C. for 1 hour. After cooling, the reaction mixture was partitioned between water and ethyl acetate. The aqueous layer was extracted three times with ethyl acetate. The combined organic layers were washed with saturated aqueous sodium chloride, dried over anhydrous magnesium sulfate, filtered, and concentrated. The crude ...